This data is from the Open Reaction Database (ORD), a public repository of structured organic reaction records. The task is: describe an organic reaction: reactants, conditions, products, and yield Starting materials: C[O-], CC(=O)O, CO, [Cl-], N#Cc1nn(Cc2ccccc2F)c2ccccc12, [NH4+], [Na+]. Yields the product [Cl-], NC(=[NH2+])c1nn(Cc2ccccc2F)c2ccccc12. As a reaction SMILES: [CH3:1][O-:2].[CH3:23][C:24](=[O:25])[OH:26].[CH3:29][OH:30].[Cl-:27].[F:4][c:5]1[c:6]([CH2:7][n:8]2[n:9][c:10]([C:17]#[N:18])[c:11]3[cH:12][cH:13][cH:14][cH:15][c:16]23)[cH:19][cH:20][cH:21][cH:22]1.[NH4+:28].[Na+:3]>>[Cl-:27].[F:4][c:5]1[c:6]([CH2:7][n:8]2[n:9][c:10]([C:17](=[NH2+:18])[NH2:28])[c:11]3[cH:12][cH:13][cH:14][cH:15][c:16]23)[cH:19][cH:20][cH:21][cH:22]1.